Dataset: the Open Reaction Database (ORD), a public repository of structured organic reaction records. Task: describe an organic reaction: reactants, conditions, products, and yield Reactants: CC1CNCC(C)C1, CCOC(=O)C1=Cc2cc(Cl)c(F)cc2OC1C(F)(F)F, [K+], [K+], O=C([O-])[O-], CN(C)C=O. The product is CCOC(=O)C1=Cc2cc(Cl)c(N3CC(C)CC(C)C3)cc2OC1C(F)(F)F. As a reaction SMILES: [CH3:22][CH:23]1[CH2:24][NH:25][CH2:26][CH:27]([CH3:29])[CH2:28]1.[Cl:1][c:2]1[cH:3][c:4]2[c:9]([cH:10][c:11]1[F:12])[O:8][CH:7]([C:13]([F:14])([F:15])[F:16])[C:6]([C:17](=[O:18])[O:19][CH2:20][CH3:21])=[CH:5]2.[K+:30].[K+:31].[O-:32][C:33]([O-:34])=[O:35].[O:36]=[CH:37][N:38]([CH3:39])[CH3:40]>>[Cl:1][c:2]1[cH:3][c:4]2[c:9]([cH:10][c:11]1[N:25]1[CH2:24][CH:23]([CH3:22])[CH2:28][CH:27]([CH3:29])[CH2:26]1)[O:8][CH:7]([C:13]([F:14])([F:15])[F:16])[C:6]([C:17](=[O:18])[O:19][CH2:20][CH3:21])=[CH:5]2.